Dataset: the Open Reaction Database (ORD), a public repository of structured organic reaction records. Task: describe an organic reaction: reactants, conditions, products, and yield The reactants are FC1=C(C=CC=C1)C1CC(C=2C(=CC=NC2C1)C)=O (7-(2-fluorophenyl)-4-methyl-5,6,7,8-tetrahydroquinolin-5-one), C(=N)(N)NN.Cl (aminoguanidine hydrochloride), Cl (hydrochloric acid), O (water). Run in C(C)O (ethanol). Product: Cl.FC1=C(C=CC=C1)C1CC(C=2C(=CC=NC2C1)C)=NNC(=N)N (7-(2-fluorophenyl)-5-guanidinoimino-4-methyl-5,6,7,8-tetrahydroquinoline hydrochloride). The yield is 69.2%. Reaction SMILES: [F:1][C:2]1[CH:7]=[CH:6][CH:5]=[CH:4][C:3]=1[CH:8]1[CH2:17][C:16]2[N:15]=[CH:14][CH:13]=[C:12]([CH3:18])[C:11]=2[C:10](=O)[CH2:9]1.[C:20]([NH:23][NH2:24])([NH2:22])=[NH:21].[ClH:25].Cl.O>C(O)C>[ClH:25].[F:1][C:2]1[CH:7]=[CH:6][CH:5]=[CH:4][C:3]=1[CH:8]1[CH2:17][C:16]2[N:15]=[CH:14][CH:13]=[C:12]([CH3:18])[C:11]=2[C:10](=[N:24][NH:23][C:20]([NH2:22])=[NH:21])[CH2:9]1 |f:1.2,6.7|. Procedure details: A mixture of 7-(2-fluorophenyl)-4-methyl-5,6,7,8-tetrahydroquinolin-5-one (0.35 g), aminoguanidine hydrochloride (0.16 g), concentrated hydrochloric acid (0.21 ml), water (0.21 ml) and ethanol (40 ml) was refluxed for 7 hours. Under reduced pressure, the solvent was evaporated, and the residue was dissolved in water. The solution was washed with ethyl acetate, and to the mixture was added sodium hydrogen carbonate solution, and the mixture was extracted with ethyl acetate. The organic layer was ... Starting materials: BrCCCCCCCC (1-Bromooctane), C(OC)(OC)=O (dimethyl carbonate). Reagents/catalysts: [Br-].C(CCC)[P+](CCCC)(CCCC)CCCC (tetra-n-butylphosphonium bromide). The solvent is CN(C=O)C (N,N-dimethylformamide). Yields the product C(OC)(OCCCCCCCC)=O (methyl 1-octyl carbonate), C(OCCCCCCCC)(OCCCCCCCC)=O (di-1-octyl carbonate). Yield: 12.0%. As a reaction SMILES: Br[CH2:2][CH2:3][CH2:4][CH2:5][CH2:6][CH2:7][CH2:8][CH3:9].[C:10](=[O:15])([O:13][CH3:14])[O:11][CH3:12]>[Br-].C([P+](CCCC)(CCCC)CCCC)CCC.CN(C)C=O>[C:10](=[O:13])([O:15][CH2:2][CH2:3][CH2:4][CH2:5][CH2:6][CH2:7][CH2:8][CH3:9])[O:11][CH3:12].[C:10](=[O:15])([O:13][CH2:14][CH2:2][CH2:3][CH2:4][CH2:5][CH2:6][CH2:7][CH3:8])[O:11][CH2:2][CH2:3][CH2:4][CH2:5][CH2:6][CH2:7][CH2:8][CH3:9] |f:2.3|. Procedure details: 1-Bromooctane (48.28 g, 0.25 mole), dimethyl carbonate (90.0 g, 1.0 mole), tetra-n-butylphosphonium bromide (3.39 g, 0.01 mole) and N,N-dimethylformamide (200 ml) are heated to 115° C. for 24 hours. After work-up as described for Example 34, distillation gives 7.5 g (16 percent yield based on 1-bromooctane) of methyl 1-octyl carbonate and 4.4 g (12 percent yield based on 1-bromooctane) of di-1-octyl carbonate. Starting materials: CN(C)C=O, CS(=O)(=O)c1ccccc1S(=O)(=O)Nc1ccc2[nH]nc(C=Cc3ccc(F)cc3)c2c1, [H][H]. The product is CS(=O)(=O)c1ccccc1S(=O)(=O)Nc1ccc2[nH]nc(CCc3ccc(F)cc3)c2c1. Reaction SMILES: [CH3:35][N:36]([CH3:37])[CH:38]=[O:39].[F:1][c:2]1[cH:3][cH:4][c:5]([CH:8]=[CH:9][c:10]2[n:11][nH:12][c:13]3[cH:14][cH:15][c:16]([NH:19][S:20](=[O:21])(=[O:22])[c:23]4[c:24]([S:29](=[O:30])(=[O:31])[CH3:32])[cH:25][cH:26][cH:27][cH:28]4)[cH:17][c:18]23)[cH:6][cH:7]1.[H:33][H:34]>>[F:1][c:2]1[cH:3][cH:4][c:5]([CH2:8][CH2:9][c:10]2[n:11][nH:12][c:13]3[cH:14][cH:15][c:16]([NH:19][S:20](=[O:21])(=[O:22])[c:23]4[c:24]([S:29](=[O:30])(=[O:31])[CH3:32])[cH:25][cH:26][cH:27][cH:28]4)[cH:17][c:18]23)[cH:6][cH:7]1. Reactants: FC=1C=C(C=CC1F)CC=1C=C(C(=NC1)C#N)[N+](=O)[O-] (5-[(3,4-difluorophenyl)methyl]-3-nitro-2-pyridinecarbonitrile), O (water), C(=O)([O-])[O-].[K+].[K+] (K2CO3). Solvent: CC(=O)C (acetone). Reaction conditions: time 30 minute. The product is FC=1C=C(C=CC1F)CC=1C=C(C(=NC1)C(=O)N)[N+](=O)[O-] (5-[(3,4-difluorophenyl)methyl]-3-nitro-2-pyridinecarboxamide). As a reaction SMILES: [F:1][C:2]1[CH:3]=[C:4]([CH2:9][C:10]2[CH:11]=[C:12]([N+:18]([O-:20])=[O:19])[C:13]([C:16]#[N:17])=[N:14][CH:15]=2)[CH:5]=[CH:6][C:7]=1[F:8].O.C([O-])([O-])=[O:23].[K+].[K+]>CC(C)=O>[F:1][C:2]1[CH:3]=[C:4]([CH2:9][C:10]2[CH:11]=[C:12]([N+:18]([O-:20])=[O:19])[C:13]([C:16]([NH2:17])=[O:23])=[N:14][CH:15]=2)[CH:5]=[CH:6][C:7]=1[F:8] |f:2.3.4|. Procedure details: To a solution of 5-[(3,4-difluorophenyl)methyl]-3-nitro-2-pyridinecarbonitrile (3.39 g, 12.32 mmol) in acetone (60 ml), was added water (23 ml), urea-hydrogen peroxide complex (19.69 g, 209 mmol), and K2CO3 (2.04 g, 14.78 mmol). The reaction mixture was stirred at room temperature for 30 minutes and the acetone was evaporated without using heat. The resulting precipitate was collected by filtration and thoroughly washed with water to afford a yellow solid. 1H NMR (d6-DMSO) δ 8.79 (1H, s), 8.33 (... Reactants: Nc1nc(Cc2ccc(Br)cc2)cs1, O=C(CBr)Cc1ccc(Br)cc1, CCO, NC(N)=S, OB(O)c1ccncc1. Product: Nc1nc(Cc2ccc(-c3ccncc3)cc2)cs1. As a reaction SMILES: [Br:10][c:11]1[cH:12][cH:13][c:14]([CH2:15][c:16]2[n:17][c:18]([NH2:21])[s:19][cH:20]2)[cH:22][cH:23]1.[Br:24][CH2:25][C:26](=[O:27])[CH2:28][c:29]1[cH:30][cH:31][c:32]([Br:33])[cH:34][cH:35]1.[CH2:40]([OH:41])[CH3:42].[NH2:36][C:37](=[S:38])[NH2:39].[n:1]1[cH:2][cH:3][c:4]([B:7]([OH:8])[OH:9])[cH:5][cH:6]1>>[n:1]1[cH:2][cH:3][c:4](-[c:11]2[cH:12][cH:13][c:14]([CH2:15][c:16]3[n:17][c:18]([NH2:21])[s:19][cH:20]3)[cH:22][cH:23]2)[cH:5][cH:6]1. Starting materials: CCCC[N+](CCCC)(CCCC)CCCC, C1CCOC1, C[Si](C)(C)OC(C1CCC2(CC1)OCCO2)C(F)(F)F, [F-]. Product: OC(C1CCC2(CC1)OCCO2)C(F)(F)F. Reaction SMILES: [CH2:22]([N+:23]([CH2:24][CH2:25][CH2:26][CH3:27])([CH2:28][CH2:29][CH2:30][CH3:31])[CH2:32][CH2:33][CH2:34][CH3:35])[CH2:36][CH2:37][CH3:38].[CH2:39]1[O:40][CH2:41][CH2:42][CH2:43]1.[CH3:1][Si:2]([O:3][CH:4]([C:5]([F:6])([F:7])[F:8])[CH:9]1[CH2:10][CH2:11][C:12]2([O:13][CH2:14][CH2:15][O:16]2)[CH2:17][CH2:18]1)([CH3:19])[CH3:20].[F-:21]>>[OH:3][CH:4]([C:5]([F:6])([F:7])[F:8])[CH:9]1[CH2:10][CH2:11][C:12]2([O:13][CH2:14][CH2:15][O:16]2)[CH2:17][CH2:18]1. Starting materials: CCCN, CCO, CCOC(=O)c1cc2ccccc2nc1Cl. The product is CCCNc1nc2ccccc2cc1C(=O)OCC. RXN SMILES: [CH3:17][CH2:18][CH2:19][NH2:20].[CH3:21][CH2:22][OH:23].[Cl:1][c:2]1[n:3][c:4]2[cH:5][cH:6][cH:7][cH:8][c:9]2[cH:10][c:11]1[C:12](=[O:13])[O:14][CH2:15][CH3:16]>>[c:2]1([NH:20][CH2:19][CH2:18][CH3:17])[n:3][c:4]2[cH:5][cH:6][cH:7][cH:8][c:9]2[cH:10][c:11]1[C:12](=[O:13])[O:14][CH2:15][CH3:16]. Reactants: O=C(Cl)C(=O)Cl, O=C(O)Cc1ccc(F)cc1F, CN(C)C=O, C1CCOC1. Yields the product O=C(Cl)Cc1ccc(F)cc1F. Reaction SMILES: [Cl:18][C:19]([C:20]([Cl:21])=[O:22])=[O:23].[F:1][c:2]1[c:3]([CH2:9][C:10](=[O:11])[OH:12])[cH:4][cH:5][c:6]([F:8])[cH:7]1.[O:13]=[CH:14][N:15]([CH3:16])[CH3:17].[O:24]1[CH2:25][CH2:26][CH2:27][CH2:28]1>>[F:1][c:2]1[c:3]([CH2:9][C:10](=[O:12])[Cl:18])[cH:4][cH:5][c:6]([F:8])[cH:7]1.